This data is from the Open Reaction Database (ORD), a public repository of structured organic reaction records. The task is: describe an organic reaction: reactants, conditions, products, and yield The reactants are 1-ethyl-3-(3-dimethyl-aminopropyl)carbodiimide hydrochloride, COC1=CC=C2C=C(C(NC2=C1OCCCCC)=O)C(=O)O (7-Methoxy-2-oxo-8-pentyloxy-1,2-dihydroquinoline-3-carboxylic acid), N1=CC=C(C=C1)CCN (2-pyridine-4-ylethylamine), O.ON1N=NC2=C1C=CC=C2 (1-hydroxybenzotriazole hydrate), C(O)([O-])=O.[Na+] (sodium hydrogencarbonate). The solvent is CN(C=O)C (dimethylformamide), C(C)(=O)OCC (ethyl acetate). Run at time 5 hour. The product is N1=CC=C(C=C1)CCNC(=O)C=1C(NC2=C(C(=CC=C2C1)OC)OCCCCC)=O (7-Methoxy-2-oxo-8-pentyloxy-1,2-dihydroquinoline-3-carboxylic acid (2-pyridine-4-ylethyl)amide). The yield is 87.0%. Reaction SMILES: [CH3:1][O:2][C:3]1[C:12]([O:13][CH2:14][CH2:15][CH2:16][CH2:17][CH3:18])=[C:11]2[C:6]([CH:7]=[C:8]([C:20]([OH:22])=O)[C:9](=[O:19])[NH:10]2)=[CH:5][CH:4]=1.[N:23]1[CH:28]=[CH:27][C:26]([CH2:29][CH2:30][NH2:31])=[CH:25][CH:24]=1.O.ON1C2C=CC=CC=2N=N1.C(=O)([O-])O.[Na+]>CN(C)C=O.C(OCC)(=O)C>[N:23]1[CH:28]=[CH:27][C:26]([CH2:29][CH2:30][NH:31][C:20]([C:8]2[C:9](=[O:19])[NH:10][C:11]3[C:6]([CH:7]=2)=[CH:5][CH:4]=[C:3]([O:2][CH3:1])[C:12]=3[O:13][CH2:14][CH2:15][CH2:16][CH2:17][CH3:18])=[O:22])=[CH:25][CH:24]=1 |f:2.3,4.5|. Procedure details: 7-Methoxy-2-oxo-8-pentyloxy-1,2-dihydroquinoline-3-carboxylic acid (30.0 mg) obtained in Example 2-1, 2-pyridine-4-ylethylamine (36.0 mg), and 1-hydroxybenzotriazole hydrate (17.3 mg) were dissolved in dimethylformamide (2 ml), and 1-ethyl-3-(3-dimethyl-aminopropyl)carbodiimide hydrochloride (24.5 mg) was successively added to this solution while being cooled with ice. After the reaction solution was stirred at room temperature for 5 hours, ethyl acetate (3 ml) and a saturated aqueous solution o... The reactants are [OH-].[K+] (potassium hydroxide), OCC#CC=1N=CN2C1CN(C(C1=C2C=CC=C1)=O)C (4,5-dihydro-3-(3-hydroxy-1-propynyl)-5-methyl-6H-imidazo[1,5-a][1,4]benzodiazepin-6-one), CI (methyl iodide). Run in CN(C=O)C (N,N-dimethylformamide). Conditions: time 1 hour. Yields the product COCC#CC=1N=CN2C1CN(C(C1=C2C=CC=C1)=O)C (4,5-dihydro-3-(3-methoxy-1-propynyl)-5-methyl-6H-imidazo[1,5-a][1,4]benzodiazepin-6-one). As a reaction SMILES: [OH-].[K+].[OH:3][CH2:4][C:5]#[C:6][C:7]1[N:8]=[CH:9][N:10]2[C:16]3[CH:17]=[CH:18][CH:19]=[CH:20][C:15]=3[C:14](=[O:21])[N:13]([CH3:22])[CH2:12][C:11]=12.[CH3:23]I>CN(C)C=O>[CH3:23][O:3][CH2:4][C:5]#[C:6][C:7]1[N:8]=[CH:9][N:10]2[C:16]3[CH:17]=[CH:18][CH:19]=[CH:20][C:15]=3[C:14](=[O:21])[N:13]([CH3:22])[CH2:12][C:11]=12 |f:0.1|. Procedure details: 5.05 g (90 mmol) of freshly powdered potassium hydroxide was suspended in 50 ml of N,N-dimethylformamide and cooled to 3°. 6.0 g (22.5 mmol) of 4,5-dihydro-3-(3-hydroxy-1-propynyl)-5-methyl-6H-imidazo[1,5-a][1,4]benzodiazepin-6-one and 6.39 g (45 mmol) of methyl iodide was added thereto in succession, the ice-bath was removed and the mixture was stirred for a further 1 hour. The reaction mixture was poured into 200 ml of water, acidified to pH 7 with 4N hydrochloric acid and extracted five times... Starting materials: CC(C)Cc1cc2c(Cl)ncnc2s1, CC(c1cccc(F)c1)N1CCC(N)CC1. Product: CC(C)Cc1cc2c(NC3CCN(C(C)c4cccc(F)c4)CC3)ncnc2s1. Reaction SMILES: [Cl:1][c:2]1[c:3]2[c:4]([n:5][cH:6][n:7]1)[s:8][c:9]([CH2:11][CH:12]([CH3:13])[CH3:14])[cH:10]2.[F:15][c:16]1[cH:17][c:18]([CH:22]([CH3:23])[N:24]2[CH2:25][CH2:26][CH:27]([NH2:30])[CH2:28][CH2:29]2)[cH:19][cH:20][cH:21]1>>[c:2]1([NH:30][CH:27]2[CH2:26][CH2:25][N:24]([CH:22]([c:18]3[cH:17][c:16]([F:15])[cH:21][cH:20][cH:19]3)[CH3:23])[CH2:29][CH2:28]2)[c:3]2[c:4]([n:5][cH:6][n:7]1)[s:8][c:9]([CH2:11][CH:12]([CH3:13])[CH3:14])[cH:10]2. Starting materials: ClC1=C(C(=O)O)C=CC(=N1)Cl (2,6-dichloro-nicotinic acid), C([O-])([O-])=O.[K+].[K+] (potassium carbonate), COS(=O)(=O)OC (dimethylsulfate). Run in CC(=O)C (acetone). Conditions: time 16 hour. Product: COC(C1=C(N=C(C=C1)Cl)Cl)=O (2,6-dichloro-nicotinic acid methyl ester). Isolated yield 88.3%. As a reaction SMILES: [Cl:1][C:2]1[N:10]=[C:9]([Cl:11])[CH:8]=[CH:7][C:3]=1[C:4]([OH:6])=[O:5].[C:12](=O)([O-])[O-].[K+].[K+].COS(OC)(=O)=O>CC(C)=O>[CH3:12][O:5][C:4](=[O:6])[C:3]1[CH:7]=[CH:8][C:9]([Cl:11])=[N:10][C:2]=1[Cl:1] |f:1.2.3|. Procedure details: To the mixture of 2,6-dichloro-nicotinic acid (4.7 g, 22 mmol) and acetone (22 ml), potassium carbonate (4.6 g, 33 mmol) and dimethylsulfate (2.4 ml, 24 mmol) were sequentially added at room temperature, and the obtained reaction mixture was stirred at room temperature for 16 hours. Impurities were removed by filtration, and the solvents were evaporated under reduced pressure from the filtrate. Dichloromethane was added to the obtained residue, followed by washing with a saturated sodium bicarbo... Reactants: CC(C)C(c1nc2n(c(=O)c1Cc1ccccc1)CCCC2)N1C(=O)c2ccccc2C1=O, CCO, NN. Yields the product CC(C)C(N)c1nc2n(c(=O)c1Cc1ccccc1)CCCC2. RXN SMILES: [CH2:1]([c:2]1[cH:3][cH:4][cH:5][cH:6][cH:7]1)[c:8]1[c:9]([CH:19]([CH:20]([CH3:21])[CH3:22])[N:23]2[C:24](=[O:25])[c:26]3[c:27]([cH:28][cH:29][cH:30][cH:31]3)[C:32]2=[O:33])[n:10][c:11]2[n:12]([c:13]1=[O:14])[CH2:15][CH2:16][CH2:17][CH2:18]2.[CH3:36][CH2:37][OH:38].[NH2:34][NH2:35]>>[CH2:1]([c:2]1[cH:3][cH:4][cH:5][cH:6][cH:7]1)[c:8]1[c:9]([CH:19]([CH:20]([CH3:21])[CH3:22])[NH2:23])[n:10][c:11]2[n:12]([c:13]1=[O:14])[CH2:15][CH2:16][CH2:17][CH2:18]2. RXN SMILES: C[O:2][C:3](=[O:29])[CH2:4][O:5][C:6]1[CH:11]=[CH:10][C:9]([S:12][CH2:13][C:14]2[CH:19]=[CH:18][C:17]([O:20][CH2:21][C:22]3[CH:27]=[CH:26][CH:25]=[CH:24][N:23]=3)=[CH:16][CH:15]=2)=[CH:8][C:7]=1[CH3:28].[K+].[Br-].C(O)(C(F)(F)F)=O>C(#N)C.O>[CH3:28][C:7]1[CH:8]=[C:9]([S:12][CH2:13][C:14]2[CH:19]=[CH:18][C:17]([O:20][CH2:21][C:22]3[CH:27]=[CH:26][CH:25]=[CH:24][N:23]=3)=[CH:16][CH:15]=2)[CH:10]=[CH:11][C:6]=1[O:5][CH2:4][C:3]([OH:29])=[O:2] |f:1.2,4.5|. The reactants are COC(COC1=C(C=C(C=C1)SCC1=CC=C(C=C1)OCC1=NC=CC=C1)C)=O ({2-Methyl-4-[4-(pyridine-2-ylmethoxy)-benzylsulfanyl]-phenoxy}-acetic acid methyl ester), [K+].[Br-] (KBr), C(=O)(C(F)(F)F)O (TFA). The solvent is C(C)#N.O (acetonitrile water). Procedure details: The title compound was prepared in the manner analogous to Example 1 using 60A. mp 150° C.; IR (KBr) cm−1: 2917, 1723, 1605, 1511, 1490, 1217; 400 MHz 1HNMR (DMSO-d6): δ 12.95 (brs, 1H), 8.49-8.55 (s, 1H), 7.73-7.81 (m, 1H), 7.40-7.48 (m, 1H), 7.24-7.33 (m, 1H), 7.00-7.19 (m, 4H), 6.83-6.93 (m, 2H), 6.69 (d, 1H, J=8.5 Hz), 5.08 (s, 2H), 4.62 (s, 2H), 4.00 (s, 2H), 2.08 (s, 3H); HPLC: area %=96.24, r.t.=1.95 min., γ=214 nm, mobile phase=acetonitrile/water with 0.10% TFA; MS m/z 396 (M+1). Anal. C... Product: CC1=C(OCC(=O)O)C=CC(=C1)SCC1=CC=C(C=C1)OCC1=NC=CC=C1 ({2-Methyl-4-[4-(pyridine-2-ylmethoxy)-benzylsulfanyl]-phenoxy}-acetic acid).